From a dataset of the Open Reaction Database (ORD), a public repository of structured organic reaction records. describe an organic reaction: reactants, conditions, products, and yield The reactants are Cc1c(C(=O)O)cccc1C(=O)c1ccc(Cl)cc1, O=S(Cl)Cl. Product: Cc1c(C(=O)Cl)cccc1C(=O)c1ccc(Cl)cc1. As a reaction SMILES: [Cl:1][c:2]1[cH:3][cH:4][c:5]([C:6](=[O:7])[c:8]2[c:9]([CH3:17])[c:10]([C:11](=[O:12])[OH:13])[cH:14][cH:15][cH:16]2)[cH:18][cH:19]1.[S:20]([Cl:21])([Cl:22])=[O:23]>>[Cl:1][c:2]1[cH:3][cH:4][c:5]([C:6](=[O:7])[c:8]2[c:9]([CH3:17])[c:10]([C:11](=[O:12])[Cl:22])[cH:14][cH:15][cH:16]2)[cH:18][cH:19]1. The reactants are C#C[Si](C)(C)C, COC(=O)c1sc(-c2ccc(Cl)cc2)cc1Br, CCOCC, CC(C)NC(C)C, [Cu]I, CN(C)C=O, Cl[Pd]Cl, c1ccc(P(c2ccccc2)c2ccccc2)cc1, c1ccc(P(c2ccccc2)c2ccccc2)cc1, c1ccc(P(c2ccccc2)c2ccccc2)cc1. Yields the product COC(=O)c1sc(-c2ccc(Cl)cc2)cc1C#C[Si](C)(C)C. As a reaction SMILES: [CH3:18][Si:19]([CH3:20])([CH3:21])[C:22]#[CH:23].[CH3:1][O:2][C:3](=[O:4])[c:5]1[s:6][c:7](-[c:11]2[cH:12][cH:13][c:14]([Cl:17])[cH:15][cH:16]2)[cH:8][c:9]1[Br:10].[CH3:98][CH2:99][O:100][CH2:101][CH3:102].[CH:43]([NH:44][CH:45]([CH3:46])[CH3:47])([CH3:48])[CH3:49].[Cu:96][I:97].[O:50]=[CH:51][N:52]([CH3:53])[CH3:54].[Pd:55]([Cl:56])[Cl:57].[c:24]1([P:25]([c:26]2[cH:27][cH:28][cH:29][cH:30][cH:31]2)[c:32]2[cH:33][cH:34][cH:35][cH:36][cH:37]2)[cH:38][cH:39][cH:40][cH:41][cH:42]1.[c:58]1([P:59]([c:60]2[cH:61][cH:62][cH:63][cH:64][cH:65]2)[c:66]2[cH:67][cH:68][cH:69][cH:70][cH:71]2)[cH:72][cH:73][cH:74][cH:75][cH:76]1.[c:77]1([P:78]([c:79]2[cH:80][cH:81][cH:82][cH:83][cH:84]2)[c:85]2[cH:86][cH:87][cH:88][cH:89][cH:90]2)[cH:91][cH:92][cH:93][cH:94][cH:95]1>>[CH3:1][O:2][C:3](=[O:4])[c:5]1[s:6][c:7](-[c:11]2[cH:12][cH:13][c:14]([Cl:17])[cH:15][cH:16]2)[cH:8][c:9]1[C:23]#[C:22][Si:19]([CH3:18])([CH3:20])[CH3:21].